This data is from the Open Reaction Database (ORD), a public repository of structured organic reaction records. The task is: describe an organic reaction: reactants, conditions, products, and yield The reactants are CCCCNCCCC, CN(C)C=O, CN1Cc2c(-c3noc(CCl)n3)ncn2-c2ccc(Cl)cc2C1=O. Yields the product CCCCN(CCCC)Cc1nc(-c2ncn3c2CN(C)C(=O)c2cc(Cl)ccc2-3)no1. Reaction SMILES: [CH2:25]([CH2:26][CH2:27][CH3:28])[NH:29][CH2:30][CH2:31][CH2:32][CH3:33].[CH3:34][N:35]([CH3:36])[CH:37]=[O:38].[Cl:1][c:2]1[cH:3][cH:4][c:5]2[c:6]([cH:24]1)[C:7](=[O:23])[N:8]([CH3:22])[CH2:9][c:10]1[n:11]-2[cH:12][n:13][c:14]1-[c:15]1[n:16][o:17][c:18]([CH2:20][Cl:21])[n:19]1>>[Cl:1][c:2]1[cH:3][cH:4][c:5]2[c:6]([cH:24]1)[C:7](=[O:23])[N:8]([CH3:22])[CH2:9][c:10]1[n:11]-2[cH:12][n:13][c:14]1-[c:15]1[n:16][o:17][c:18]([CH2:20][N:29]([CH2:25][CH2:26][CH2:27][CH3:28])[CH2:30][CH2:31][CH2:32][CH3:33])[n:19]1. Starting materials: C1(CC1)C1=CC=C(C=C1)Br (4-cyclopropylbromobenzene), C(CCC)[Li].CCCCCC (n-butyllithium n-hexane), [Cl-].[NH4+] (ammonium chloride), C(=O)C1=C(C=NC=C1)OCOCC[Si](C)(C)C (4-formyl-3-[2-(trimethylsilyl)ethoxymethoxy]pyridine). Run in O1CCCC1 (tetrahydrofuran), O1CCCC1 (tetrahydrofuran). Run at temperature -70 celsius, time 1 hour. The product is C1(CC1)C1=CC=C(C=C1)C(O)C1=C(C=NC=C1)OCOCC[Si](C)(C)C ((4-cyclopropylphenyl)-[3-[2-(trimethylsilyl)ethoxymethoxy]pyridin-4-yl]-methanol). The yield is 53.0%. RXN SMILES: [CH:1]1([C:4]2[CH:9]=[CH:8][C:7](Br)=[CH:6][CH:5]=2)[CH2:3][CH2:2]1.C([Li])CCC.CCCCCC.[CH:22]([C:24]1[CH:29]=[CH:28][N:27]=[CH:26][C:25]=1[O:30][CH2:31][O:32][CH2:33][CH2:34][Si:35]([CH3:38])([CH3:37])[CH3:36])=[O:23].[Cl-].[NH4+]>O1CCCC1>[CH:1]1([C:4]2[CH:9]=[CH:8][C:7]([CH:22]([C:24]3[CH:29]=[CH:28][N:27]=[CH:26][C:25]=3[O:30][CH2:31][O:32][CH2:33][CH2:34][Si:35]([CH3:38])([CH3:37])[CH3:36])[OH:23])=[CH:6][CH:5]=2)[CH2:3][CH2:2]1 |f:1.2,4.5|. Procedure: To a solution of 4-cyclopropylbromobenzene (synthesized as described in WO0268439; 2.5 g, 0.0127 mol) in tetrahydrofuran (20 ml), a 1.58 mol/L n-butyllithium/n-hexane solution (8.4 ml, 0.0133 mol) was added dropwise at −70° C. over 8 minutes. After stirring at −70° C. for 1 hour, a tetrahydrofuran solution of 4-formyl-3-[2-(trimethylsilyl)ethoxymethoxy]pyridine (4.2 g, 0.0165 mol) was added over 5 minutes and stirred at −70° C. for 2.5 hours. After addition of saturated aqueous ammonium chloride... Starting materials: ClC1=CC=C(N=N1)C#N (6-chloropyridazine-3-carbonitrile), [N-]=[N+]=[N-].[Na+] (sodium azide), CS(=O)C (DMSO). The solvent is O (water). Reaction conditions: time 20 minute. Yields the product N=1N=NN2N=C(C=CC21)C#N (Tetrazolo[1,5-b]pyridazine-6-carbonitrile). The yield is 79.7%. RXN SMILES: Cl[C:2]1[N:7]=[N:6][C:5]([C:8]#[N:9])=[CH:4][CH:3]=1.[N-:10]=[N+:11]=[N-:12].[Na+].CS(C)=O>O>[N:10]1[N:11]=[N:12][N:7]2[C:2]=1[CH:3]=[CH:4][C:5]([C:8]#[N:9])=[N:6]2 |f:1.2|. Procedure details: A mixture of 6-chloropyridazine-3-carbonitrile (291 mg, 2.12 mmol) (Szilagyi, G., et al; European J. Med. Chem. 19:111-117, 1984), sodium azide (149 mg, 2.29 mmol), and DMSO (0.9 mL) was stirred at rt for 20 min, then diluted with water (10 mL), and extracted with EtOAc (3×10 mL). The organic layers were combined, washed with brine (1×10 mL), dried (Na2SO4), and the clear pink solution was passed through a silica plug (EtOAc eluent). Treatment with decolorizing charcoal, filtration, and concentr...